Dataset: the Open Reaction Database (ORD), a public repository of structured organic reaction records. Task: describe an organic reaction: reactants, conditions, products, and yield Reactants: S=C([S-])SCc1ccc(Cl)cc1, N#CCCl, [K+]. The product is N#CCSC(=S)SCc1ccc(Cl)cc1. As a reaction SMILES: [C:1]([S:2][CH2:3][c:4]1[cH:5][cH:6][c:7]([Cl:10])[cH:8][cH:9]1)([S-:11])=[S:12].[Cl:14][CH2:15][C:16]#[N:17].[K+:13]>>[C:1]([S:2][CH2:3][c:4]1[cH:5][cH:6][c:7]([Cl:10])[cH:8][cH:9]1)(=[S:11])[S:12][CH2:15][C:16]#[N:17]. Starting materials: Cl (HCl), N1C=CC2=CC=CC(=C12)S(=O)(=O)N (1H-indole-7-sulfonamide), COC(NC1=NC(=CC(=N1)OC)C)=O ((4-methoxy-6-methylpyrimidin-2-yl)carbamic acid methyl ester), C[Al](C)C (trimethylaluminum), solution. Run in C(Cl)Cl (methylene chloride), C1(=CC=CC=C1)C (toluene). Yields the product COC1=NC(=NC(=C1)C)NC(=O)NS(=O)(=O)C=1C=CC=C2C=CNC12 (N-[(4-methoxy-6-methylpyrimidin-2-yl)aminocarbonyl]-1H-indole-7-sulfonamide). As a reaction SMILES: [NH:1]1[C:9]2[C:4](=[CH:5][CH:6]=[CH:7][C:8]=2[S:10]([NH2:13])(=[O:12])=[O:11])[CH:3]=[CH:2]1.C[O:15][C:16](=O)[NH:17][C:18]1[N:23]=[C:22]([O:24][CH3:25])[CH:21]=[C:20]([CH3:26])[N:19]=1.C[Al](C)C.Cl>C(Cl)Cl.C1(C)C=CC=CC=1>[CH3:25][O:24][C:22]1[CH:21]=[C:20]([CH3:26])[N:19]=[C:18]([NH:17][C:16]([NH:13][S:10]([C:8]2[CH:7]=[CH:6][CH:5]=[C:4]3[C:9]=2[NH:1][CH:2]=[CH:3]3)(=[O:11])=[O:12])=[O:15])[N:23]=1. Reported procedure: To a solution of 1H-indole-7-sulfonamide (1.0 g) and (4-methoxy-6-methylpyrimidin-2-yl)carbamic acid methyl ester (1.0 g) in methylene chloride (100 ml) was added trimethylaluminum (3.2 ml of a 2.0M solution in toluene). The mixture was heated at reflux for 18 hours under a nitrogen atmosphere. Work-up was achieved by careful addition of 100 ml of 1N HCl followed by separation of the organic layer. The methylene chloride was dried over MgSO4 and evaporated to an oil. The oil was dissolved in eth...